From a dataset of the Open Reaction Database (ORD), a public repository of structured organic reaction records. describe an organic reaction: reactants, conditions, products, and yield Reactants: CC(CC1(OC1)C(F)(F)F)(C)C1=CC=CC=2CCOC21 (racemic 7-{1,1-dimethyl-2-[2-(trifluoromethyl)-2-oxiranyl]ethyl}-2,3-dihydro-1-benzofuran), FC1=C(C=CC(=C1)F)N1N=CC=2C(=CC=CC12)N (1-(2,4-difluorophenyl)-1H-indazol-4-amine), FC1=C(C=CC(=C1)F)N1N=CC=2C(=CC=CC12)N (1-(2,4-difluorophenyl)-1H-indazol-4-amine). Yields the product FC1=C(C=CC(=C1)F)N1N=CC2=C(C=CC=C12)NCC(C(F)(F)F)(CC(C)(C)C1=CC=CC=2CCOC21)O (2-({[1-(2,4-Difluorophenyl)-1H-indazol-4-yl]amino}methyl)-4-(2,3-dihydro-1-benzofuran-7-yl)-1,1,1-trifluoro-4-methyl-2-pentanol). As a reaction SMILES: [CH3:1][C:2]([C:12]1[C:20]2[O:19][CH2:18][CH2:17][C:16]=2[CH:15]=[CH:14][CH:13]=1)([CH3:11])[CH2:3][C:4]1([C:7]([F:10])([F:9])[F:8])[CH2:6][O:5]1.[F:21][C:22]1[CH:27]=[C:26]([F:28])[CH:25]=[CH:24][C:23]=1[N:29]1[C:37]2[CH:36]=[CH:35][CH:34]=[C:33]([NH2:38])[C:32]=2[CH:31]=[N:30]1>>[F:21][C:22]1[CH:27]=[C:26]([F:28])[CH:25]=[CH:24][C:23]=1[N:29]1[C:37]2[C:32](=[C:33]([NH:38][CH2:6][C:4]([OH:5])([CH2:3][C:2]([C:12]3[C:20]4[O:19][CH2:18][CH2:17][C:16]=4[CH:15]=[CH:14][CH:13]=3)([CH3:11])[CH3:1])[C:7]([F:8])([F:9])[F:10])[CH:34]=[CH:35][CH:36]=2)[CH:31]=[N:30]1. Reported procedure: Prepared similarly to Example 1 from racemic 7-{1,1-dimethyl-2-[2-(trifluoromethyl)-2-oxiranyl]ethyl}-2,3-dihydro-1-benzofuran (which may be prepared according to WO 04/063163) and 1-(2,4-difluorophenyl)-1H-indazol-4-amine (Intermediate 4). Reactants: solid, FC(C1=NC2=CC(=CC=C2C(=N1)S(=O)C)C#N)(C1=NC=C(C=C1)F)F (2-(difluoro(5-fluoropyridin-2-yl)methyl)-4-(methylsulfinyl)quinazoline-7-carbonitrile), BrC1=CC=C2C(=NC(=NC2=C1)C(C1=NC=C(C=C1)F)(F)F)SC (7-bromo-2-(difluoro(5-fluoropyridin-2-yl)methyl)-4-(methylthio)quinazoline). The product is FC(C1=NC2=CC(=CC=C2C(=N1)NC1=NNC(=C1)C)C#N)(C1=NC=C(C=C1)F)F (2-(Difluoro(5-fluoropyridin-2-yl)methyl)-4-(5-methyl-1H-pyrazol-3-ylamino)quinazoline-7-carbonitrile). RXN SMILES: [F:1][C:2]([F:25])([C:18]1[CH:23]=[CH:22][C:21]([F:24])=[CH:20][N:19]=1)[C:3]1[N:12]=[C:11](S(C)=O)[C:10]2[C:5](=[CH:6][C:7]([C:16]#[N:17])=[CH:8][CH:9]=2)[N:4]=1.BrC1C=C2C(C(SC)=[N:32][C:33]([C:37](F)(F)[C:38]3[CH:43]=CC(F)=C[N:39]=3)=[N:34]2)=CC=1>>[F:1][C:2]([F:25])([C:18]1[CH:23]=[CH:22][C:21]([F:24])=[CH:20][N:19]=1)[C:3]1[N:12]=[C:11]([NH:32][C:33]2[CH:37]=[C:38]([CH3:43])[NH:39][N:34]=2)[C:10]2[C:5](=[CH:6][C:7]([C:16]#[N:17])=[CH:8][CH:9]=2)[N:4]=1. Procedure: 2-(Difluoro(5-fluoropyridin-2-yl)methyl)-4-(5-methyl-1H-pyrazol-3-ylamino)quinazoline-7-carbonitrile was prepared as a white solid (12 mg, 10%) by following a procedure analogous to that described in Example 7 Step D, substituting 2-(difluoro(5-fluoropyridin-2-yl)methyl)-4-(methylsulfinyl)quinazoline-7-carbonitrile for the 7-bromo-2-(difluoro(5-fluoropyridin-2-yl)methyl)-4-(methylthio)quinazoline used in Example 7. 1H NMR (300 MHz, DMSO-d6) δ 12.23-12.30 (m, 1H), 11.06 (s, 1H), 8.86 (d, J=8.7 Hz... Starting materials: COC1=CC=C(C=C1)S(=O)(=O)N1CCN(CC1)CC1=NC2=CC=CC=C2C(N1)=O (2-[4-(4-Methoxy-benzenesulfonyl)-piperazin-1-ylmethyl]-3H-quinazolin-4-one), C1(CCCCC1)O (cyclohexanol). Solvent: O=P(Cl)(Cl)Cl (POCl3). Conditions: time 1 day. Yields the product C1(CCCCC1)OC1=NC(=NC2=CC=CC=C12)CN1CCN(CC1)S(=O)(=O)C1=CC=C(C=C1)OC (4-Cyclohexyloxy-2-[4-(4-methoxy-benzenesulfonyl)-piperazin-1-ylmethyl]-quinazoline). As a reaction SMILES: [CH3:1][O:2][C:3]1[CH:8]=[CH:7][C:6]([S:9]([N:12]2[CH2:17][CH2:16][N:15]([CH2:18][C:19]3[NH:28][C:27](=[O:29])[C:26]4[C:21](=[CH:22][CH:23]=[CH:24][CH:25]=4)[N:20]=3)[CH2:14][CH2:13]2)(=[O:11])=[O:10])=[CH:5][CH:4]=1.[CH:30]1(O)[CH2:35][CH2:34][CH2:33][CH2:32][CH2:31]1>O=P(Cl)(Cl)Cl>[CH:30]1([O:29][C:27]2[C:26]3[C:21](=[CH:22][CH:23]=[CH:24][CH:25]=3)[N:20]=[C:19]([CH2:18][N:15]3[CH2:14][CH2:13][N:12]([S:9]([C:6]4[CH:5]=[CH:4][C:3]([O:2][CH3:1])=[CH:8][CH:7]=4)(=[O:10])=[O:11])[CH2:17][CH2:16]3)[N:28]=2)[CH2:35][CH2:34][CH2:33][CH2:32][CH2:31]1. Reported procedure: 2-[4-(4-Methoxy-benzenesulfonyl)-piperazin-1-ylmethyl]-3H-quinazolin-4-one (83 mg, 0.2 mmol) in POCl3 (1 mL) was heated to 90° C. for 2 hours. Then the excess POCl3 was removed in vacuo. The residue was dissolved in toluene (5 mL) and then the solvent was removed in vacuo. This step was repeated twice more. The residue was then dissolved in THF (1 mL) and cyclohexanol (211 μL, 2 mmol) was added. The reaction was stirred at room temperature for 1 day. The reaction mixture was partitioned between ... Reactants: CCOC(C)=O, Cc1ccccc1, CC(C)OC(=O)Cl, Nc1cccc(O)c1, O. Product: CC(C)OC(=O)Nc1cccc(O)c1. RXN SMILES: [CH3:10][CH2:11][O:12][C:13](=[O:14])[CH3:15].[CH3:23][c:24]1[cH:25][cH:26][cH:27][cH:28][cH:29]1.[Cl:16][C:17](=[O:18])[O:19][CH:20]([CH3:21])[CH3:22].[NH2:1][c:2]1[cH:3][cH:4][cH:5][c:6]([OH:7])[cH:8]1.[OH2:9]>>[NH:1]([c:2]1[cH:3][cH:4][cH:5][c:6]([OH:7])[cH:8]1)[C:17](=[O:18])[O:19][CH:20]([CH3:21])[CH3:22]. The reactants are CC(C)(C)O, CSC(C)(C(=O)O)c1cccc(Oc2ccccc2)c1, CCO, [Na], C1CCOC1. Product: CC(C(=O)O)c1cccc(Oc2ccccc2)c1. RXN SMILES: [C:25]([OH:26])([CH3:27])([CH3:28])[CH3:29].[CH3:1][S:2][C:3]([C:4](=[O:5])[OH:6])([CH3:7])[c:8]1[cH:9][c:10]([O:14][c:15]2[cH:16][cH:17][cH:18][cH:19][cH:20]2)[cH:11][cH:12][cH:13]1.[CH3:22][CH2:23][OH:24].[Na:21].[O:30]1[CH2:31][CH2:32][CH2:33][CH2:34]1>>[CH:3]([C:4](=[O:5])[OH:6])([CH3:7])[c:8]1[cH:9][c:10]([O:14][c:15]2[cH:16][cH:17][cH:18][cH:19][cH:20]2)[cH:11][cH:12][cH:13]1. Reactants: BrCCO (2-Bromoethanol), ammonium salt, C1(CCCCC1)P(=S)(S)C1CCCCC1 (dicyclohexylphosphinodithioic acid). Product: OCCSP(=S)(C1CCCCC1)C1CCCCC1 (2-hydroxyethyldicyclohexylphosphinodithioate). As a reaction SMILES: Br[CH2:2][CH2:3][OH:4].[CH:5]1([P:11]([CH:14]2[CH2:19][CH2:18][CH2:17][CH2:16][CH2:15]2)([SH:13])=[S:12])[CH2:10][CH2:9][CH2:8][CH2:7][CH2:6]1>>[OH:4][CH2:3][CH2:2][S:13][P:11]([CH:14]1[CH2:15][CH2:16][CH2:17][CH2:18][CH2:19]1)([CH:5]1[CH2:10][CH2:9][CH2:8][CH2:7][CH2:6]1)=[S:12]. Procedure details: 2-Bromoethanol was reacted with the ammonium salt of dicyclohexylphosphinodithioic acid to obtain 2-hydroxyethyldicyclohexylphosphinodithioate, m.p. 82°-84° C, which on testing lasted 500 hours longer than the control. The total number of hours required to reach failure was 2.0 times that of the control. The reactants are CC(=O)OC1CC(=O)N(C2CC(C)(C)Oc3nc(-c4ccc(Cl)cc4Cl)c(-c4ccc(Cl)cc4)cc32)C1=O, CO, Cc1ccc(S(=O)(=O)O)cc1. Product: CC1(C)CC(N2C(=O)CC(O)C2=O)c2cc(-c3ccc(Cl)cc3)c(-c3ccc(Cl)cc3Cl)nc2O1. RXN SMILES: [C:1](=[O:2])([CH3:3])[O:4][CH:5]1[C:6](=[O:38])[N:7]([CH:11]2[CH2:12][C:13]([CH3:36])([CH3:37])[O:14][c:15]3[n:16][c:17](-[c:28]4[c:29]([Cl:35])[cH:30][c:31]([Cl:34])[cH:32][cH:33]4)[c:18](-[c:21]4[cH:22][cH:23][c:24]([Cl:27])[cH:25][cH:26]4)[cH:19][c:20]32)[C:8](=[O:10])[CH2:9]1.[CH3:50][OH:51].[c:39]1([CH3:40])[cH:41][cH:42][c:43]([S:44]([OH:45])(=[O:46])=[O:47])[cH:48][cH:49]1>>[OH:4][CH:5]1[C:6](=[O:38])[N:7]([CH:11]2[CH2:12][C:13]([CH3:36])([CH3:37])[O:14][c:15]3[n:16][c:17](-[c:28]4[c:29]([Cl:35])[cH:30][c:31]([Cl:34])[cH:32][cH:33]4)[c:18](-[c:21]4[cH:22][cH:23][c:24]([Cl:27])[cH:25][cH:26]4)[cH:19][c:20]32)[C:8](=[O:10])[CH2:9]1.